Task: describe an organic reaction: reactants, conditions, products, and yield. Dataset: the Open Reaction Database (ORD), a public repository of structured organic reaction records The reactants are C([O-])([O-])=O.[K+].[K+] (potassium carbonate), BrCCC1=CC=CC=C1 (2-(bromoethyl)benzene), OC=1C=C(C(=O)N)C=CC1 (3-Hydroxybenzamide). Run in O (water), C(C)#N (acetonitrile). Product: C(CC1=CC=CC=C1)OC=1C=C(C(=O)N)C=CC1 (3-(Phenethyl)oxybenzamide). Reaction SMILES: [OH:1][C:2]1[CH:3]=[C:4]([CH:8]=[CH:9][CH:10]=1)[C:5]([NH2:7])=[O:6].C(=O)([O-])[O-].[K+].[K+].Br[CH2:18][CH2:19][C:20]1[CH:25]=[CH:24][CH:23]=[CH:22][CH:21]=1>C(#N)C.O>[CH2:18]([O:1][C:2]1[CH:3]=[C:4]([CH:8]=[CH:9][CH:10]=1)[C:5]([NH2:7])=[O:6])[CH2:19][C:20]1[CH:25]=[CH:24][CH:23]=[CH:22][CH:21]=1 |f:1.2.3|. Reported procedure: 3-Hydroxybenzamide (500 mg; 3.6 mM) was dissolved in dry acetonitrile (36 ml), and to this was added potassium carbonate (0.503 g; 3.6mmol) and 2-(bromoethyl)benzene (0.498 ml; 3.6mmol). The mixture was heated under reflux for two days. The acetonitrile was removed under reduced pressure to yield a white solid. This was dissolved in water and extracted into dichloromethane (3×30 ml). The organics were pooled, dried over magnesium sulphate, filtered and the solvent was removed under reduced press...